Dataset: the Open Reaction Database (ORD), a public repository of structured organic reaction records. Task: describe an organic reaction: reactants, conditions, products, and yield Starting materials: CCOC(C)=O, Nc1nonc1-c1ccc([N+](=O)[O-])cc1, O, Cl[Sn]Cl. Product: Nc1ccc(-c2nonc2N)cc1. Reaction SMILES: [CH3:20][CH2:21][O:22][C:23](=[O:24])[CH3:25].[N+:1]([O-:2])(=[O:3])[c:4]1[cH:5][cH:6][c:7](-[c:10]2[c:11]([NH2:15])[n:12][o:13][n:14]2)[cH:8][cH:9]1.[OH2:19].[Sn:16]([Cl:17])[Cl:18]>>[NH2:1][c:4]1[cH:5][cH:6][c:7](-[c:10]2[c:11]([NH2:15])[n:12][o:13][n:14]2)[cH:8][cH:9]1.